This data is from the Open Reaction Database (ORD), a public repository of structured organic reaction records. The task is: describe an organic reaction: reactants, conditions, products, and yield The reactants are C(C)(C)(C)OC(=O)N1CCC(CC1)O (1-(tert-Butoxycarbonyl)-4-hydroxypiperidine), C1(=CC=CC=C1)P(C1=CC=CC=C1)C1=CC=CC=C1 (triphenylphosphine), N(=NC(=O)OC(C)C)C(=O)OC(C)C (diisopropyl azodicarboxylate), OC1=C(C(=O)NC2=C(C(=O)OC)C=CC(=C2)C2=CC=CC=C2)C=CC(=C1)O (methyl 2-(2,4-dihydroxybenzamido)-4-phenylbenzoate), C(C)(C)(C)OC(=O)N1CCC(CC1)O (1-(tert-Butoxycarbonyl)-4-hydroxypiperidine), C1(=CC=CC=C1)P(C1=CC=CC=C1)C1=CC=CC=C1 (triphenylphosphine), N(=NC(=O)OC(C)C)C(=O)OC(C)C (diisopropyl azodicarboxylate). Solvent: O1CCCC1 (tetrahydrofuran). Run at time 1 hour. Yields the product OC=1C=C(OC2CCN(CC2)C(=O)OC(C)(C)C)C=CC1C(NC1=C(C=CC(=C1)C1=CC=CC=C1)C(=O)OC)=O (tert-butyl 4-(3-hydroxy-4-(2-(methoxycarbonyl)-5-phenylphenylcarbamoyl)phenoxy)piperidine-1-carboxylate). Isolated yield 13.8%. As a reaction SMILES: [C:1]([O:5][C:6]([N:8]1[CH2:13][CH2:12][CH:11]([OH:14])[CH2:10][CH2:9]1)=[O:7])([CH3:4])([CH3:3])[CH3:2].C1(P(C2C=CC=CC=2)C2C=CC=CC=2)C=CC=CC=1.N(C(OC(C)C)=O)=NC(OC(C)C)=O.[OH:48][C:49]1[CH:73]=[C:72](O)[CH:71]=[CH:70][C:50]=1[C:51]([NH:53][C:54]1[CH:63]=[C:62]([C:64]2[CH:69]=[CH:68][CH:67]=[CH:66][CH:65]=2)[CH:61]=[CH:60][C:55]=1[C:56]([O:58][CH3:59])=[O:57])=[O:52]>O1CCCC1>[OH:48][C:49]1[CH:73]=[C:72]([CH:71]=[CH:70][C:50]=1[C:51](=[O:52])[NH:53][C:54]1[CH:63]=[C:62]([C:64]2[CH:69]=[CH:68][CH:67]=[CH:66][CH:65]=2)[CH:61]=[CH:60][C:55]=1[C:56]([O:58][CH3:59])=[O:57])[O:14][CH:11]1[CH2:12][CH2:13][N:8]([C:6]([O:5][C:1]([CH3:4])([CH3:2])[CH3:3])=[O:7])[CH2:9][CH2:10]1. Procedure details: 1-(tert-Butoxycarbonyl)-4-hydroxypiperidine (0.15 g), triphenylphosphine (0.21 g), and diisopropyl azodicarboxylate (0.16 mL) were added to a tetrahydrofuran (3.6 mL) suspension of methyl 2-(2,4-dihydroxybenzamido)-4-phenylbenzoate (0.24 g), followed by stirring at room temperature for 1 hour. 1-(tert-Butoxycarbonyl)-4-hydroxypiperidine (0.066 g), triphenylphosphine (0.086 g), and diisopropyl azodicarboxylate (0.064 mL) were added to the reaction mixture, followed by stirring at room temperature... Starting materials: O=c1c2cc(Br)ccc2ccc2ncc(Cl)cc12, N=C(c1ccccc1)c1ccccc1, Cc1ccccc1, CC(C)(C)[O-], [Na+], O=C(C=Cc1ccccc1)C=Cc1ccccc1, O=C(C=Cc1ccccc1)C=Cc1ccccc1, O=C(C=Cc1ccccc1)C=Cc1ccccc1, [Pd], [Pd], c1ccc(P(c2ccccc2)c2ccc3ccccc3c2-c2c(P(c3ccccc3)c3ccccc3)ccc3ccccc23)cc1. The product is Nc1ccc2ccc3ncc(Cl)cc3c(=O)c2c1. Reaction SMILES: [Br:1][c:2]1[cH:3][cH:4][c:5]2[c:6]([c:7](=[O:17])[c:8]3[c:9]([n:10][cH:11][c:12]([Cl:14])[cH:13]3)[cH:15][cH:16]2)[cH:18]1.[C:65]([c:66]1[cH:67][cH:68][cH:69][cH:70][cH:71]1)([c:72]1[cH:73][cH:74][cH:75][cH:76][cH:77]1)=[NH:78].[CH3:141][c:142]1[cH:143][cH:144][cH:145][cH:146][cH:147]1.[CH3:79][C:80]([CH3:81])([O-:82])[CH3:83].[Na+:84].[O:105]=[C:106]([CH:107]=[CH:108][c:109]1[cH:110][cH:111][cH:112][cH:113][cH:114]1)[CH:115]=[CH:116][c:117]1[cH:118][cH:119][cH:120][cH:121][cH:122]1.[O:123]=[C:124]([CH:125]=[CH:126][c:127]1[cH:128][cH:129][cH:130][cH:131][cH:132]1)[CH:133]=[CH:134][c:135]1[cH:136][cH:137][cH:138][cH:139][cH:140]1.[O:87]=[C:88]([CH:89]=[CH:90][c:91]1[cH:92][cH:93][cH:94][cH:95][cH:96]1)[CH:97]=[CH:98][c:99]1[cH:100][cH:101][cH:102][cH:103][cH:104]1.[Pd:85].[Pd:86].[cH:19]1[cH:20][cH:21][c:22]([P:23]([c:24]2[cH:25][cH:26][c:27]3[c:28]([cH:29][cH:30][cH:31][cH:32]3)[c:33]2-[c:34]2[c:35]3[c:36]([cH:37][cH:38][cH:39][cH:40]3)[cH:41][cH:42][c:43]2[P:44]([c:45]2[cH:46][cH:47][cH:48][cH:49][cH:50]2)[c:51]2[cH:52][cH:53][cH:54][cH:55][cH:56]2)[c:57]2[cH:58][cH:59][cH:60][cH:61][cH:62]2)[cH:63][cH:64]1>>[c:2]1([NH2:78])[cH:3][cH:4][c:5]2[c:6]([c:7](=[O:17])[c:8]3[c:9]([n:10][cH:11][c:12]([Cl:14])[cH:13]3)[cH:15][cH:16]2)[cH:18]1. Starting materials: ClC=1C=C(C(=C(C(=O)O)C1)C)[N+](=O)[O-] (5-chloro-2-methyl-3-nitrobenzoic acid), CN(C)C=O (DMF), IC (iodomethane), C([O-])([O-])=O.[Na+].[Na+] (sodium carbonate). Run at temperature 60 celsius, time 8 hour. Yields the product ClC=1C=C(C(=C(C(=O)OC)C1)C)[N+](=O)[O-] (methyl 5-chloro-2-methyl-3-nitrobenzoate). The yield is 90.0%. Reaction SMILES: [Cl:1][C:2]1[CH:3]=[C:4]([N+:12]([O-:14])=[O:13])[C:5]([CH3:11])=[C:6]([CH:10]=1)[C:7]([OH:9])=[O:8].[CH3:15]N(C=O)C.IC.C(=O)([O-])[O-].[Na+].[Na+]>>[Cl:1][C:2]1[CH:3]=[C:4]([N+:12]([O-:14])=[O:13])[C:5]([CH3:11])=[C:6]([CH:10]=1)[C:7]([O:9][CH3:15])=[O:8] |f:3.4.5|. Procedure: To a stirred solution of 5-chloro-2-methyl-3-nitrobenzoic acid (1 equiv.) in DMF (3 ml per 1 mmol), iodomethane (4 equiv.) and sodium carbonate (4 equiv.) were added. The resulting reaction mixture was stirred at 60° C. for 8 h. On completion, the reaction mixture was filtered and the inorganic solid residue washed with ethyl acetate. The combined filtrate was concentrated under vacuum till dryness. The residue was re-dissolved in ethyl acetate and washed with 5% sodium bicarbonate solution foll... Reactants: OC1=CC=C(C(=O)OC)C=C1 (methyl 4-hydroxybenzoate), FC=1C=C(C=CC1)B(O)O (3-fluorobenzene boronic acid), N1=CC=CC=C1 (pyridine). Reagents/catalysts: C(C)(=O)[O-].[Cu+2].C(C)(=O)[O-] (copper acetate). Solvent: ClCCl (dichloromethane). Reaction conditions: time 8 hour. The product is FC=1C=C(OC2=CC=C(C(=O)OC)C=C2)C=CC1 (Methyl 4-(3-fluorophenoxy)benzoate). As a reaction SMILES: [OH:1][C:2]1[CH:11]=[CH:10][C:5]([C:6]([O:8][CH3:9])=[O:7])=[CH:4][CH:3]=1.[F:12][C:13]1[CH:14]=[C:15](B(O)O)[CH:16]=[CH:17][CH:18]=1.N1C=CC=CC=1>ClCCl.C([O-])(=O)C.[Cu+2].C([O-])(=O)C>[F:12][C:13]1[CH:18]=[C:17]([CH:16]=[CH:15][CH:14]=1)[O:1][C:2]1[CH:3]=[CH:4][C:5]([C:6]([O:8][CH3:9])=[O:7])=[CH:10][CH:11]=1 |f:4.5.6|. Procedure details: A mixture of methyl 4-hydroxybenzoate (0.400 g; 2.63 mmol), 3-fluorobenzene boronic acid (0.735 g; 5.26 mmol), copper acetate (0.955 g; 5.26 mmol) and pyridine (0.425 mL; 5.26 mmol) in dichloromethane (15 mL) was stirred at room temperature overnight. The reaction mixture was filtered and concentrated under reduced pressure. The reactants are [N+](=O)([O-])C1=CC=C(C=C1)S(=O)(=O)N (4-Nitrobenzenesulphonamide), O1COCOC1 (1,3,5-trioxane), CS(=O)(=O)O (methanesulphonic acid). Solvent: O (water), C(C)(=O)O (acetic acid). Reaction conditions: temperature 35 celsius, time 20 minute. Yields the product N1(COCOC1)S(=O)(=O)C1=CC=C(C=C1)[N+](=O)[O-] (1-(3,5-Dioxapiperidin-1-yl)sulphonyl-4-nitrobenzene). The yield is 34.8%. Reaction SMILES: [N+:1]([C:4]1[CH:9]=[CH:8][C:7]([S:10]([NH2:13])(=[O:12])=[O:11])=[CH:6][CH:5]=1)([O-:3])=[O:2].[O:14]1[CH2:19]O[CH2:17][O:16][CH2:15]1.CS(O)(=O)=O>C(O)(=O)C.O>[N:13]1([S:10]([C:7]2[CH:6]=[CH:5][C:4]([N+:1]([O-:3])=[O:2])=[CH:9][CH:8]=2)(=[O:11])=[O:12])[CH2:17][O:16][CH2:15][O:14][CH2:19]1. Procedure details: 4-Nitrobenzenesulphonamide (2.02 g, 10 mmol) was added to a solution of 1,3,5-trioxane (1.96 g, 20 mmol) in acetic acid (5 ml). The mixture was cooled for 5 minutes ated methanesulphonic acid (10 ml) was added slowly. The mixture was then stirred at 35° C. for 20 minutes, cooled to 0° C., diluted with water and extracted with ethyl acetate. The combined extracts were washed twice with water and twice with 5% aqueous sodium hydrogen carbonate solution, then dried and the volatiles removed by evap...